Dataset: the Open Reaction Database (ORD), a public repository of structured organic reaction records. Task: describe an organic reaction: reactants, conditions, products, and yield Reactants: C(C)OC(C(C(C1=C(C=C(C(=C1)F)F)F)=O)=CN(C)C)=O (ethyl-2-(dimethylamino)methylene-2-(2,4,5-trifluorobenzoyl)acetate), C(C)(=O)NC[C@H]1CN(C(O1)=O)C1=CC(=C(C=C1)N)F (5-(S)-acetamidomethyl-3-(4-amino-3-fluorophenyl)-oxazolidine-2-one). Run in CCO (EtOH). Product: C(C)(=O)NCC1CN(C(O1)=O)C1=CC(=C(C=C1)N\C=C(/C(=O)OCC)\C(=O)C1=C(C=C(C(=C1)F)F)F)F (Ethyl (2Z)-3-[(4-{5-[(acetylamino)methyl]-2-oxo(1,3-oxazolidin-3-yl)}-2-fluorophenyl)amino]-2-[(2,4,5-trifluorophenyl)carbonyl]prop-2-enoate). Reaction SMILES: [CH2:1]([O:3][C:4](=[O:21])[C:5](=[CH:17][N:18]([CH3:20])C)[C:6](=[O:16])[C:7]1[CH:12]=[C:11]([F:13])[C:10]([F:14])=[CH:9][C:8]=1[F:15])[CH3:2].[C:22]([NH:25][CH2:26][C@@H:27]1[O:31][C:30](=[O:32])[N:29]([C:33]2[CH:38]=[CH:37]C(N)=[C:35]([F:40])[CH:34]=2)[CH2:28]1)(=[O:24])[CH3:23]>CCO>[C:22]([NH:25][CH2:26][CH:27]1[O:31][C:30](=[O:32])[N:29]([C:33]2[CH:38]=[CH:37][C:20]([NH:18]/[CH:17]=[C:5](/[C:6]([C:7]3[CH:12]=[C:11]([F:13])[C:10]([F:14])=[CH:9][C:8]=3[F:15])=[O:16])\[C:4]([O:3][CH2:1][CH3:2])=[O:21])=[C:35]([F:40])[CH:34]=2)[CH2:28]1)(=[O:24])[CH3:23]. Procedure: Triethylamine (2.09 mL, 15 mmol) was added with stirring to a solution of 2,4,5-trifluorobenzoyl chloride (1.95 g, 10 mmol) and ethyl 3-dimethylaminoacrylate 20 (1.43 g, 10 mmol) in 1,4-dioxane (20 mL). The mixture was stirred at r.t. overnight, and solvent was removed under vacuum. The residue was dissolved in ethyl ether (100 mL) and hexanes (20 mL), and the resulting mixture was washed with water (2×100 mL), 2% aq. citric acid (2×100 mL), brine (100 mL), 2.5% aq. NaHCO3 (2×100 mL), and brine ... Starting materials: C(=O)(OCC)C=1NC2=CC(=CC(=C2C1)Cl)Cl (2-carboethoxy-4,6-dichloroindole), C(C)O (ethanol), N1=CC(=CC=C1)CC#N (pyrid-3-ylacetonitrile), N1CCCCC1 (piperidine). Solvent: C(C)OCC (diethyl ether). Run at time 16 hour. Yields the product N1=CC(=CC=C1)/C(/C#N)=C/C1=C(NC2=CC(=CC(=C12)Cl)Cl)C(=O)OCC ((Z)-2-(Pyrid-3-yl)-3-(2-carboethoxy-4,6-dichloroindol-3-yl)propenonitrile). RXN SMILES: [C:1]([C:6]1[NH:7][C:8]2[C:13]([CH:14]=1)=[C:12]([Cl:15])[CH:11]=[C:10]([Cl:16])[CH:9]=2)([O:3][CH2:4][CH3:5])=[O:2].[N:17]1[CH:22]=[CH:21][CH:20]=[C:19]([CH2:23][C:24]#[N:25])[CH:18]=1.N1CCCC[CH2:27]1.C(O)C>C(OCC)C>[N:17]1[CH:22]=[CH:21][CH:20]=[C:19](/[C:23](=[CH:27]/[C:14]2[C:13]3[C:8](=[CH:9][C:10]([Cl:16])=[CH:11][C:12]=3[Cl:15])[NH:7][C:6]=2[C:1]([O:3][CH2:4][CH3:5])=[O:2])/[C:24]#[N:25])[CH:18]=1. Procedure details: Combine 2-carboethoxy-4,6-dichloroindole (1.43 g, 5.0 mmol), pyrid-3-ylacetonitrile (0.59 g, 5.0 mmol), piperidine (0.2 mL), and ethanol (30 mL). Heat to reflux. After 16 hours, cool to ambient temperature. Add diethyl ether to give a solid. Filter, rinse with diethyl ether, dry, recrystallize from acetone/water, filter, and dry to give the title compound: mp; 233-234° C. (dec). 1H NMR (DMSO-d6) δ 12.41 (br s, 1H), 8.86 (s, 1H), 8.57 (d, 1H, J=1 Hz), 8.16 (s, 1H), 7.94 (d, 1H, J=6.1 Hz), 7.41-7.... Reactants: BrC1=C(C=C2C=NN(C2=C1)CC(C)(C)F)OC1=C(C=C(C=C1)F)F (6-Bromo-5-(2,4-difluorophenoxy)-1-(2-fluoro-2-methylpropyl)-1H-indazole), CO (methanol), C([O-])([O-])=O.[K+].[K+] (potassium carbonate). The reagents and catalysts are C(C)(=O)[O-].[Pd+2].C(C)(=O)[O-] (palladium(II) acetate), C1(=CC=CC=C1)P(CCCP(C1=CC=CC=C1)C1=CC=CC=C1)C1=CC=CC=C1 (1,3-bis(diphenylphosphino)propane). Solvent: O (water). Conditions: time 17 hour. Product: FC1=C(OC=2C=C3C=NN(C3=CC2C(=O)O)CC(C)(C)F)C=CC(=C1)F (5-(2,4-Difluorophenoxy)-1-(2-fluoro-2-methylpropyl)-1H-indazole-6-carboxylic acid). Isolated yield 74.5%. RXN SMILES: Br[C:2]1[CH:10]=[C:9]2[C:5]([CH:6]=[N:7][N:8]2[CH2:11][C:12]([F:15])([CH3:14])[CH3:13])=[CH:4][C:3]=1[O:16][C:17]1[CH:22]=[CH:21][C:20]([F:23])=[CH:19][C:18]=1[F:24].CO.[C:27](=O)([O-:29])[O-:28].[K+].[K+]>C([O-])(=O)C.[Pd+2].C([O-])(=O)C.C1(P(C2C=CC=CC=2)CCCP(C2C=CC=CC=2)C2C=CC=CC=2)C=CC=CC=1.O>[F:24][C:18]1[CH:19]=[C:20]([F:23])[CH:21]=[CH:22][C:17]=1[O:16][C:3]1[CH:4]=[C:5]2[C:9](=[CH:10][C:2]=1[C:27]([OH:29])=[O:28])[N:8]([CH2:11][C:12]([F:15])([CH3:14])[CH3:13])[N:7]=[CH:6]2 |f:2.3.4,5.6.7|. Reported procedure: A solution of 6-Bromo-5-(2,4-difluorophenoxy)-1-(2-fluoro-2-methylpropyl)-1H-indazole (15.9 g, 39.8 mmol) in 9:1 methanol:water (300 mL) was degassed for 10 min with an ultrasonic bath. Carbon monoxide gas was then bubbled through the solution for 2 min. To the resulting solution was added, successively, potassium carbonate (16.5 g, 119 mmol), 1,3-bis(diphenylphosphino)propane (0.82 g, 1.99 mmol), and palladium(II) acetate (0.45 g, 1.99 mmol). A balloon of CO with a purge valve was attached to t... Starting materials: CS(=O)(=O)Cl, Cc1nc(N)nc(N)c1-c1cc(N)ccc1Cl, c1ccncc1. Product: Cc1nc(N)nc(N)c1-c1cc(NS(C)(=O)=O)ccc1Cl. As a reaction SMILES: [CH3:18][S:19](=[O:20])(=[O:21])[Cl:22].[NH2:1][c:2]1[n:3][c:4]([CH3:17])[c:5](-[c:9]2[c:10]([Cl:16])[cH:11][cH:12][c:13]([NH2:15])[cH:14]2)[c:6]([NH2:8])[n:7]1.[cH:23]1[cH:24][cH:25][n:26][cH:27][cH:28]1>>[NH2:1][c:2]1[n:3][c:4]([CH3:17])[c:5](-[c:9]2[c:10]([Cl:16])[cH:11][cH:12][c:13]([NH:15][S:19]([CH3:18])(=[O:20])=[O:21])[cH:14]2)[c:6]([NH2:8])[n:7]1. Starting materials: [Al+3], CON(C)C(=O)C(CC(C)C)N(C)C(=O)OC(C)(C)C, CCOCC, [H-], [H-], [H-], [H-], [Li+]. Yields the product CC(C)CC(C=O)N(C)C(=O)OC(C)(C)C. RXN SMILES: [Al+3:22].[C:1]([CH3:2])([CH3:3])([CH3:4])[O:5][C:6]([N:7]([CH3:8])[CH:9]([CH2:10][CH:11]([CH3:12])[CH3:13])[C:14]([N:15]([O:16][CH3:17])[CH3:18])=[O:19])=[O:20].[CH3:27][CH2:28][O:29][CH2:30][CH3:31].[H-:21].[H-:24].[H-:25].[H-:26].[Li+:23]>>[C:1]([CH3:2])([CH3:3])([CH3:4])[O:5][C:6]([N:7]([CH3:8])[CH:9]([CH2:10][CH:11]([CH3:12])[CH3:13])[CH:14]=[O:19])=[O:20].